This data is from the Open Reaction Database (ORD), a public repository of structured organic reaction records. The task is: describe an organic reaction: reactants, conditions, products, and yield The reactants are CC(C)(C)OC(=O)N(Cc1ccccc1)NC(=O)C(O)C(Cc1ccccc1)NC(=O)C1CCC(=O)N1Cc1ccccc1, CS(C)=O, O=C(O)c1ccccc1I(=O)=O, [Na+], O=C([O-])O, O. Product: CC(C)(C)OC(=O)N(Cc1ccccc1)NC(=O)C(=O)C(Cc1ccccc1)NC(=O)C1CCC(=O)N1Cc1ccccc1. RXN SMILES: [CH2:13]([c:14]1[cH:15][cH:16][cH:17][cH:18][cH:19]1)[N:20]([NH:21][C:22]([CH:23]([CH:24]([CH2:25][c:26]1[cH:27][cH:28][cH:29][cH:30][cH:31]1)[NH:32][C:33](=[O:34])[CH:35]1[N:36]([CH2:41][c:42]2[cH:43][cH:44][cH:45][cH:46][cH:47]2)[C:37](=[O:40])[CH2:38][CH2:39]1)[OH:48])=[O:49])[C:50](=[O:51])[O:52][C:53]([CH3:54])([CH3:55])[CH3:56].[CH3:63][S:64]([CH3:65])=[O:66].[I:1]([c:2]1[cH:3][cH:4][cH:5][cH:6][c:7]1[C:8]([OH:9])=[O:10])(=[O:11])=[O:12].[Na+:61].[O-:57][C:58]([OH:59])=[O:60].[OH2:62]>>[CH2:13]([c:14]1[cH:15][cH:16][cH:17][cH:18][cH:19]1)[N:20]([NH:21][C:22]([C:23]([CH:24]([CH2:25][c:26]1[cH:27][cH:28][cH:29][cH:30][cH:31]1)[NH:32][C:33](=[O:34])[CH:35]1[N:36]([CH2:41][c:42]2[cH:43][cH:44][cH:45][cH:46][cH:47]2)[C:37](=[O:40])[CH2:38][CH2:39]1)=[O:48])=[O:49])[C:50](=[O:51])[O:52][C:53]([CH3:54])([CH3:55])[CH3:56]. Starting materials: NC1=NC=CC(=C1)C (2-Amino-4-methylpyridine), [OH-].[Na+] (sodium hydroxide), [N+](=O)(O)[O-] (nitric acid). Run in S(O)(O)(=O)=O (sulfuric acid), S(O)(O)(=O)=O (sulfuric acid). Run at temperature 0 celsius, time 15 hour. Yields the product NC1=NC=C(C(=C1)C)[N+](=O)[O-] (2-amino-4-methyl-5-nitropyridine). Isolated yield 27.0%. As a reaction SMILES: [NH2:1][C:2]1[CH:7]=[C:6]([CH3:8])[CH:5]=[CH:4][N:3]=1.[N+:9]([O-])([OH:11])=[O:10].[OH-].[Na+]>S(=O)(=O)(O)O>[NH2:1][C:2]1[CH:7]=[C:6]([CH3:8])[C:5]([N+:9]([O-:11])=[O:10])=[CH:4][N:3]=1 |f:2.3|. Procedure details: Concentrated sulfuric acid (120 mL) was cooled in an ice bath at 0° C. 2-Amino-4-methylpyridine (25.0 g, 230=mol) was added portionwise. A mixture of concentrated sulfuric acid (18 mL) and concentrated nitric acid (17.5 mL) was added with addition funnel over 1 h, maintaining the temperature at 0° C. The reaction mixture was then warmed to room temperature over 4 h. After 15 h, the reaction mixture was heated at 60° C. for 1 h, and then at 100° C. for 1 h. The reaction mixture was poured over ic... The product is Cl.NCCCN1CC2CN(CC(C1)O2)CCOC2=C(C=C(C#N)C=C2)F (4-{2-[7-(3-Amino-propyl)-9-oxa-3,7-diaza-bicyclo[3.3.1]non-3-yl]-ethoxy}-3-fluoro-benzonitrile hydrochloric acid salt). Reaction SMILES: OC(C(F)(F)F)=O.[NH2:8][CH2:9][CH2:10][CH2:11][N:12]1[CH2:19][CH:18]2[O:20][CH:14]([CH2:15][N:16]([CH2:21][CH2:22][O:23][C:24]3[CH:31]=[CH:30][C:27]([C:28]#[N:29])=[CH:26][C:25]=3[F:32])[CH2:17]2)[CH2:13]1.[ClH:33]>O1CCOCC1>[ClH:33].[NH2:8][CH2:9][CH2:10][CH2:11][N:12]1[CH2:19][CH:18]2[O:20][CH:14]([CH2:15][N:16]([CH2:21][CH2:22][O:23][C:24]3[CH:31]=[CH:30][C:27]([C:28]#[N:29])=[CH:26][C:25]=3[F:32])[CH2:17]2)[CH2:13]1 |f:0.1,4.5|. Starting materials: Cl (HCl), solution, OC(=O)C(F)(F)F.NCCCN1CC2CN(CC(C1)O2)CCOC2=C(C=C(C#N)C=C2)F (4-{2-[7-(3-Amino-propyl)-9-oxa-3,7-diaza-bicyclo[3.3.1]non-3-yl]-ethoxy}-3-fluoro-benzonitrile TFA-salt). Procedure details: 4-{2-[7-(3-Amino-propyl)-9-oxa-3,7-diaza-bicyclo[3.3.1]non-3-yl]-ethoxy}-3-fluoro-benzonitrile TFA-salt (7.79 g, 11.3 mmol, from step (iii) above) was dissolved in dioxane (15 ml). HCl (14 ml of a 4M solution in dioxane was added. The HCl-salt precipitated, the dioxane was decanted off and to the solid was added dioxane (10 ml ) followed by HCl (4 ml in dioxane). The solvent was decanted off and the solid was dried under vacuum. The solid was dissolved in water (5 ml) and freeze dried giving 2.9... Solvent: O1CCOCC1 (dioxane), O1CCOCC1 (dioxane). The reactants are ClC1=C(C=NC2=CC=CN=C12)N (4-chloro[1,5]naphthyridin-3-amine), ClCCCC(=O)Cl (4-chlorobutyryl chloride). Run in ClCCCl (1,2-dichloroethane). Run at time 4 hour. Product: ClCCCC(=O)NC=1C=NC2=CC=CN=C2C1Cl (4-chloro-N-(4-chloro[1,5]naphthyridin-3-yl)butanamide). As a reaction SMILES: [Cl:1][C:2]1[C:11]2[C:6](=[CH:7][CH:8]=[CH:9][N:10]=2)[N:5]=[CH:4][C:3]=1[NH2:12].[Cl:13][CH2:14][CH2:15][CH2:16][C:17](Cl)=[O:18]>ClCCCl>[Cl:13][CH2:14][CH2:15][CH2:16][C:17]([NH:12][C:3]1[CH:4]=[N:5][C:6]2[C:11]([C:2]=1[Cl:1])=[N:10][CH:9]=[CH:8][CH:7]=2)=[O:18]. Reported procedure: A mixture of 4-chloro[1,5]naphthyridin-3-amine (2.0 g, 11 mmol) and 4-chlorobutyryl chloride (4.7 g, 33 mmol) in 1,2-dichloroethane (75 mL) was heated at reflux for 20 hours. The reaction mixture was then concentrated under reduced pressure and the residue washed with two 25 mL portions of hexane. The solid was then taken up in methanol (35 mL), 1.0 mL of 10% solution of sodium hydroxide in water was added, and the solution was stirred at room temperature for 4 hours. The reaction mixture was th... Reactants: FC1=CC2=C(N=C3C=CC=CC3=C2C=C1)O (8-fluorophenanthridin-6-ol), P(=O)(Cl)(Cl)Cl (phosphorus oxychloride). Solvent: CN(C=O)C (dimethylformamide). Conditions: temperature 80 celsius, time 3 hour. The product is ClC=1N=C2C=CC=CC2=C2C=CC(=CC12)F (6-chloro-8-fluorophenanthridine). The yield is 93.8%. RXN SMILES: [F:1][C:2]1[CH:15]=[CH:14][C:13]2[C:4](=[C:5](O)[N:6]=[C:7]3[C:12]=2[CH:11]=[CH:10][CH:9]=[CH:8]3)[CH:3]=1.P(Cl)(Cl)([Cl:19])=O>CN(C)C=O>[Cl:19][C:5]1[N:6]=[C:7]2[C:12](=[C:13]3[C:4]=1[CH:3]=[C:2]([F:1])[CH:15]=[CH:14]3)[CH:11]=[CH:10][CH:9]=[CH:8]2. Procedure details: To a mixture of 8-fluorophenanthridin-6-ol (Example 2a, 0.15 g, 0.69 mmol) in phosphorus oxychloride (1.06 g, 0.65 mL, 6.9 mmol) was added dimethylformamide (5 mg, 5 μL), and the reaction mixture was warmed to 80° C. and stirred under nitrogen for 3 h. The reaction mixture was cooled to room temperature and evaporated under reduced pressure. The residue was triturated with hexane, and the resulting solid isolated by vacuum filtration, washed with water, and dried to provide the title compound (0... Reactants: CC(Oc1ccc(S(C)(=O)=O)cc1C(=O)O)C(F)(F)F, FC(F)(F)c1ccc2c(c1)CCNC2. Product: CC(Oc1ccc(S(C)(=O)=O)cc1C(=O)N1CCc2cc(C(F)(F)F)ccc2C1)C(F)(F)F. RXN SMILES: [CH3:15][S:16](=[O:17])(=[O:18])[c:19]1[cH:20][cH:21][c:22]([O:28][CH:29]([C:30]([F:31])([F:32])[F:33])[CH3:34])[c:23]([C:24](=[O:25])[OH:26])[cH:27]1.[F:1][C:2]([c:3]1[cH:4][c:5]2[c:10]([cH:11][cH:12]1)[CH2:9][NH:8][CH2:7][CH2:6]2)([F:13])[F:14]>>[F:1][C:2]([c:3]1[cH:4][c:5]2[c:10]([cH:11][cH:12]1)[CH2:9][N:8]([C:24]([c:23]1[c:22]([O:28][CH:29]([C:30]([F:31])([F:32])[F:33])[CH3:34])[cH:21][cH:20][c:19]([S:16]([CH3:15])(=[O:17])=[O:18])[cH:27]1)=[O:25])[CH2:7][CH2:6]2)([F:13])[F:14].